The task is: describe an organic reaction: reactants, conditions, products, and yield. This data is from the Open Reaction Database (ORD), a public repository of structured organic reaction records. Reactants: intermediate E, Cl.ClC=1C=CC2=C(C(=NO2)C2CCNCC2)C1 (5-chloro-3-piperidin-4-yl-benzo[d]isoxazole hydrochloride), C(C)(C)(C)OC(N[C@@H]1CC[C@H](CC1)CC=O)=O (trans-[4-(2-oxo-ethyl)-cyclohexyl]-carbamic acid tert-butyl ester), C(C)(C)(C)OC(N[C@@H]1CC[C@H](CC1)CC=O)=O (trans-[4-(2-oxo-ethyl)-cyclohexyl]-carbamic acid tert-butyl ester). Yields the product C(C)(C)(C)OC(N[C@@H]1CC[C@H](CC1)CCN1CCC(CC1)C1=NOC2=C1C=C(C=C2)Cl)=O (Trans-(4-{2-[4-(5-Chloro-benzo[d]isoxazol-3-yl)-piperidin-1-yl]-ethyl}-cyclohexyl)-carbamic acid tert-butyl ester). RXN SMILES: Cl.[Cl:2][C:3]1[CH:4]=[CH:5][C:6]2[O:10][N:9]=[C:8]([CH:11]3[CH2:16][CH2:15][NH:14][CH2:13][CH2:12]3)[C:7]=2[CH:17]=1.[C:18]([O:22][C:23](=[O:34])[NH:24][C@H:25]1[CH2:30][CH2:29][C@H:28]([CH2:31][CH:32]=O)[CH2:27][CH2:26]1)([CH3:21])([CH3:20])[CH3:19]>>[C:18]([O:22][C:23](=[O:34])[NH:24][C@H:25]1[CH2:26][CH2:27][C@H:28]([CH2:31][CH2:32][N:14]2[CH2:13][CH2:12][CH:11]([C:8]3[C:7]4[CH:17]=[C:3]([Cl:2])[CH:4]=[CH:5][C:6]=4[O:10][N:9]=3)[CH2:16][CH2:15]2)[CH2:29][CH2:30]1)([CH3:21])([CH3:20])[CH3:19] |f:0.1|. Procedure: The title compound, MS: m/e=462.3 (M+H+), was prepared in accordance with the general method of example 1, intermediate E from a mixture of 5-chloro-3-piperidin-4-yl-benzo[d]isoxazole hydrochloride and trans-[4-(2-oxo-ethyl)-cyclohexyl]-carbamic acid tert-butyl ester (Example 1, Intermediate C). Reactants: Cc1cc(CCl)ccc1Br, O=C([O-])[O-], [Cs+], [Cs+], CN(C)C=O, O, COC(=O)CCc1cccc(O)c1. Yields the product COC(=O)CCc1cccc(OCc2ccc(Br)c(C)c2)c1. Reaction SMILES: [Br:20][c:21]1[c:22]([CH3:29])[cH:23][c:24]([CH2:27][Cl:28])[cH:25][cH:26]1.[C:14](=[O:15])([O-:16])[O-:17].[Cs+:18].[Cs+:19].[O:30]=[CH:31][N:32]([CH3:33])[CH3:34].[OH2:35].[OH:1][c:2]1[cH:3][c:4]([CH2:8][CH2:9][C:10](=[O:11])[O:12][CH3:13])[cH:5][cH:6][cH:7]1>>[O:1]([c:2]1[cH:3][c:4]([CH2:8][CH2:9][C:10](=[O:11])[O:12][CH3:13])[cH:5][cH:6][cH:7]1)[CH2:27][c:24]1[cH:23][c:22]([CH3:29])[c:21]([Br:20])[cH:26][cH:25]1. Reactants: [BH4-].[Na+] (sodium tetrahydroborate), C(C1=CC=CC=C1)OC=1C=C2C(=C(N(C(C2=CC1)=O)CC(C)C)C(=O)O)C1=C(C=CC=C1)F (6-benzyloxy-4-(2-fluorophenyl)-2-isobutyl-1-oxo-1,2-dihydro-3-isoquinolinecarboxylic acid), C(C(=O)Cl)(=O)Cl (oxalyl chloride), Cl (hydrochloric acid). The reagents and catalysts are CN(C=O)C (N,N-dimethylformamide). Solvent: COCCOC (1,2-dimethoxyethane), O1CCCC1 (tetrahydrofuran). Run at time 1 hour. The product is C(C1=CC=CC=C1)OC=1C=C2C(=C(N(C(C2=CC1)=O)CC(C)C)CO)C1=C(C=CC=C1)F (6-benzyloxy-4-(2-fluorophenyl)-3-hydroxymethyl-2-isobutyl-1(2H)-isoquinolinone). Yield: 92.3%. RXN SMILES: [CH2:1]([O:8][C:9]1[CH:10]=[C:11]2[C:16](=[CH:17][CH:18]=1)[C:15](=[O:19])[N:14]([CH2:20][CH:21]([CH3:23])[CH3:22])[C:13]([C:24](O)=[O:25])=[C:12]2[C:27]1[CH:32]=[CH:31][CH:30]=[CH:29][C:28]=1[F:33])[C:2]1[CH:7]=[CH:6][CH:5]=[CH:4][CH:3]=1.C(Cl)(=O)C(Cl)=O.[BH4-].[Na+].Cl>O1CCCC1.CN(C)C=O.COCCOC>[CH2:1]([O:8][C:9]1[CH:10]=[C:11]2[C:16](=[CH:17][CH:18]=1)[C:15](=[O:19])[N:14]([CH2:20][CH:21]([CH3:22])[CH3:23])[C:13]([CH2:24][OH:25])=[C:12]2[C:27]1[CH:32]=[CH:31][CH:30]=[CH:29][C:28]=1[F:33])[C:2]1[CH:3]=[CH:4][CH:5]=[CH:6][CH:7]=1 |f:2.3|. Reported procedure: To a solution of 6-benzyloxy-4-(2-fluorophenyl)-2-isobutyl-1-oxo-1,2-dihydro-3-isoquinolinecarboxylic acid (4.90 g, 11 mmol) in tetrahydrofuran (50 mL) were added oxalyl chloride (1.1 mL, 13.2 mmol) and N,N-dimethylformamide (3 drops), and the mixture was stirred at room temperature for 1 h. The reaction mixture was concentrated under reduced pressure and the residue was dissolved in tetrahydrofuran (30 mL). The obtained solution was added dropwise to a suspension of sodium tetrahydroborate (1.4... Reactants: BrC1=CC=CC2=C1C(N1[C@H](C(N2)=O)CC1)=O ((S)-5-bromo-1,10a-dihydro-2H-azeto[2,1-c][1,4]benzodiazepine-4,10(9H)-dione), [H-].[Na+] (sodium hydride), [N+](#[C-])CC(=O)OCC (ethyl isocyanoacetate), potassium tert.-butylate, P(=O)(OC1=CC=CC=C1)(OC1=CC=CC=C1)Cl (diphenyl chlorophosphate), ice water, [N+](#[C-])CC(=O)OCC (ethyl isocyanoacetate). The solvent is CN(C=O)C (N,N-dimethylformamide), CCCCCC (hexane), CN(C=O)C (N,N-dimethylformamide), C(C)(=O)O (acetic acid), CN(C=O)C (N,N-dimethylformamide). Reaction conditions: time 30 minute. Product: BrC1=CC=CC2=C1C(N1[C@H](C=3N2C=NC3C(=O)OCC)CC1)=O (ethyl (S)-8-bromo-9-oxo-12,12a-dihydro-9H,11H-azeto[2,1-c]imidazo[1,5-a]-[1,4]-benzodiazepine-1-carboxylate). Isolated yield 59.0%. Reaction SMILES: [Br:1][C:2]1[C:7]2[C:8](=[O:16])[N:9]3[CH2:15][CH2:14][C@H:10]3[C:11](=O)[NH:12][C:6]=2[CH:5]=[CH:4][CH:3]=1.[H-].[Na+].P(Cl)(OC1C=CC=CC=1)(OC1C=CC=CC=1)=O.[N+:36]([CH2:38][C:39]([O:41][CH2:42][CH3:43])=[O:40])#[C-:37]>CN(C)C=O.C(O)(=O)C.CCCCCC>[Br:1][C:2]1[C:7]2[C:8](=[O:16])[N:9]3[CH2:15][CH2:14][C@H:10]3[C:11]3[N:12]([CH:37]=[N:36][C:38]=3[C:39]([O:41][CH2:42][CH3:43])=[O:40])[C:6]=2[CH:5]=[CH:4][CH:3]=1 |f:1.2|. Procedure: 30 g (106.7 mmol) of (S)-5-bromo-1,10a-dihydro-2H-azeto[2,1-c][1,4]benzodiazepine-4,10(9H)-dione were dissolved in 50 ml of N,N-dimethylformamide, treated at -20° with 5.6 g (128 mmol) of sodium hydride dispersion (55% in oil) (washed with hexane) and deprotonized at -30° to -20° for 30 minutes. A solution of 43 g (160 mmol) of diphenyl chlorophosphate in 25 ml of N,N-dimethylformamide was added thereto at -60° and the mixture was stirred at max. -45° for 35 minutes. In the meanwhile and separat... The reactants are COc1ccc2nc(-c3cnc(N(C)C)nc3)oc2c1, CN(C)c1ccc(-c2nc3cc(O)ccc3o2)cn1. The product is CN(C)c1ncc(-c2nc3ccc(O)cc3o2)cn1. Reaction SMILES: [CH3:1][O:2][c:3]1[cH:4][c:5]2[c:6]([n:7][c:8](-[c:10]3[cH:11][n:12][c:13]([N:16]([CH3:17])[CH3:18])[n:14][cH:15]3)[o:9]2)[cH:19][cH:20]1.[CH3:21][N:22]([CH3:23])[c:24]1[n:25][cH:26][c:27](-[c:28]2[o:29][c:30]3[cH:31][cH:32][c:33]([OH:34])[cH:35][c:36]3[n:37]2)[cH:38][cH:39]1>>[OH:2][c:3]1[cH:4][c:5]2[c:6]([n:7][c:8](-[c:10]3[cH:11][n:12][c:13]([N:16]([CH3:17])[CH3:18])[n:14][cH:15]3)[o:9]2)[cH:19][cH:20]1.